This data is from the Open Reaction Database (ORD), a public repository of structured organic reaction records. The task is: describe an organic reaction: reactants, conditions, products, and yield Reactants: N1N=NC=C1 (1H-1,2,3-triazole), C([O-])([O-])=O.[Cs+].[Cs+] (cesium carbonate), CNC1C(CCCC1)NC (N,N′-dimethyl-cyclohexane-1,2-diamine), C(C1=CC=CC=C1)OC(=O)N1C(C2=CC=CC=C2CC1)C1=C(C=CC(=C1)Br)OCC(=O)OCC ((±)-1-(5-bromo-2-ethoxycarbonylmethoxy-phenyl)-3,4-dihydro-1H-isoquinoline-2-carboxylic acid benzyl ester). The reagents and catalysts are [Cu]I (copper (I) iodide). Solvent: CN(C)C=O (DMF). Run at temperature 120 celsius. Yields the product C(C1=CC=CC=C1)OC(=O)N1C(C2=CC=CC=C2CC1)C1=C(C=CC(=C1)N1N=NC=C1)OCC(=O)O ((±)-1-(2-carboxymethoxy-5-[1,2,3]triazol-1-yl-phenyl)-3,4-dihydro-1H-isoquinoline-2-carboxylic acid benzyl ester), C(C1=CC=CC=C1)OC(=O)N1C(C2=CC=CC=C2CC1)C1=C(C=CC(=C1)N1N=CC=N1)OCC(=O)O ((±)-1-(2-carboxymethoxy-5-[1,2,3]triazol-2-yl-phenyl)-3,4-dihydro-1H-isoquinoline-2-carboxylic acid benzyl ester). Reaction SMILES: [NH:1]1[CH:5]=[CH:4][N:3]=[N:2]1.C(=O)([O-])[O-].[Cs+].[Cs+].CNC1CCCCC1NC.[CH2:22]([O:29][C:30]([N:32]1[CH2:41][CH2:40][C:39]2[C:34](=[CH:35][CH:36]=[CH:37][CH:38]=2)[CH:33]1[C:42]1[CH:47]=[C:46](Br)[CH:45]=[CH:44][C:43]=1[O:49][CH2:50][C:51]([O:53]CC)=[O:52])=[O:31])[C:23]1[CH:28]=[CH:27][CH:26]=[CH:25][CH:24]=1>CN(C=O)C.[Cu]I>[CH2:22]([O:29][C:30]([N:32]1[CH2:41][CH2:40][C:39]2[C:34](=[CH:35][CH:36]=[CH:37][CH:38]=2)[CH:33]1[C:42]1[CH:47]=[C:46]([N:1]2[CH:5]=[CH:4][N:3]=[N:2]2)[CH:45]=[CH:44][C:43]=1[O:49][CH2:50][C:51]([OH:53])=[O:52])=[O:31])[C:23]1[CH:28]=[CH:27][CH:26]=[CH:25][CH:24]=1.[CH2:22]([O:29][C:30]([N:32]1[CH2:41][CH2:40][C:39]2[C:34](=[CH:35][CH:36]=[CH:37][CH:38]=2)[CH:33]1[C:42]1[CH:47]=[C:46]([N:2]2[N:3]=[CH:4][CH:5]=[N:1]2)[CH:45]=[CH:44][C:43]=1[O:49][CH2:50][C:51]([OH:53])=[O:52])=[O:31])[C:23]1[CH:28]=[CH:27][CH:26]=[CH:25][CH:24]=1 |f:1.2.3|. Procedure: 1H-1,2,3-triazole (23 μL, 0.400 mmol, 2.00 eq.), copper (I) iodide (1.9 mg, 0.010 mmol, 0.05 eq.), cesium carbonate (130. mg, 0.400 mmol, 2.00 eq.) and N,N′-dimethyl-cyclohexane-1,2-diamine (7 μL, 0.040 mmol, 0.20 eq.) were added at r.t. to a solution of (±)-1-(5-bromo-2-ethoxycarbonylmethoxy-phenyl)-3,4-dihydro-1H-isoquinoline-2-carboxylic acid benzyl ester (105 mg, 0.200 mmol, 1.00 eq.) in DMF (0.1 mL) in a microwave tube. The tube was flushed with N2, sealed, and heated to 120° C. for 60 hour... The reactants are N#CCCCBr, [H-], Oc1cccc(CN2CCCCC2)c1, [Na+], C1CCOC1. Product: N#CCCCOc1cccc(CN2CCCCC2)c1. As a reaction SMILES: [Br:17][CH2:18][CH2:19][CH2:20][C:21]#[N:22].[H-:15].[N:1]1([CH2:7][c:8]2[cH:9][c:10]([OH:14])[cH:11][cH:12][cH:13]2)[CH2:2][CH2:3][CH2:4][CH2:5][CH2:6]1.[Na+:16].[O:23]1[CH2:24][CH2:25][CH2:26][CH2:27]1>>[N:1]1([CH2:7][c:8]2[cH:9][c:10]([O:14][CH2:18][CH2:19][CH2:20][C:21]#[N:22])[cH:11][cH:12][cH:13]2)[CH2:2][CH2:3][CH2:4][CH2:5][CH2:6]1. Isolated yield 27.0%. The solvent is CN(C=O)C (dimethylformamide). Product: COC(\C=C\C1=CC=C(C=C1)C1N(CCC1)CCC=1N=NN(N1)C)=O ((E)-3-(4-{1-[2-(2-methyl-2H-tetrazol-5-yl)-ethyl]-pyrrolidin-2-yl}-phenyl)-acrylic acid methyl ester), COC(\C=C\C1=CC=C(C=C1)C1N(CCC1)CCC1=NN=NN1C)=O ((E)-3-(4-{1-[2-(1-methyl-1H-tetrazol-5-yl)-ethyl]-pyrrolidin-2-yl}-phenyl)-acrylic acid methyl ester). RXN SMILES: [CH3:1][O:2][C:3](=[O:24])/[CH:4]=[CH:5]/[C:6]1[CH:11]=[CH:10][C:9]([CH:12]2[CH2:16][CH2:15][CH2:14][N:13]2[CH2:17][CH2:18][C:19]2[NH:23][N:22]=[N:21][N:20]=2)=[CH:8][CH:7]=1.I[CH3:26].[OH-].[Na+]>CN(C)C=O>[CH3:1][O:2][C:3](=[O:24])/[CH:4]=[CH:5]/[C:6]1[CH:7]=[CH:8][C:9]([CH:12]2[CH2:16][CH2:15][CH2:14][N:13]2[CH2:17][CH2:18][C:19]2[N:23]=[N:22][N:21]([CH3:26])[N:20]=2)=[CH:10][CH:11]=1.[CH3:1][O:2][C:3](=[O:24])/[CH:4]=[CH:5]/[C:6]1[CH:7]=[CH:8][C:9]([CH:12]2[CH2:16][CH2:15][CH2:14][N:13]2[CH2:17][CH2:18][C:19]2[N:20]([CH3:26])[N:21]=[N:22][N:23]=2)=[CH:10][CH:11]=1 |f:2.3|. Starting materials: ice water, COC(\C=C\C1=CC=C(C=C1)C1N(CCC1)CCC1=NN=NN1)=O ((E)-3-(4-{1-[2-(1H-tetrazol-5-yl)-ethyl]-pyrrolidin-2-yl}-phenyl)-acrylic acid methyl ester), IC (iodomethane), [OH-].[Na+] (sodium hydroxide). Conditions: time 2 hour. Procedure: To a solution of (E)-3-(4-{1-[2-(1H-tetrazol-5-yl)-ethyl]-pyrrolidin-2-yl}-phenyl)-acrylic acid methyl ester (1.0 g, 2.1 mmol) in dimethylformamide (5 mL) was added iodomethane (1.91 mL, 30.6 mmol) and sodium hydroxide (1.64 g, 30.7 mmol). The reaction was stirred at room temperature for 2 h, ice water was added, and the resulting mixture was extracted several times with ethyl acetate. The combined organic layers were washed with a saturated aqueous solution of sodium chloride, dried over sodium... Reactants: CCOC(=O)C(=O)OCC, [Li]CCCC, Clc1sc(Cl)c(Cl)c1Cl. The product is CCOC(=O)C(=O)c1sc(Cl)c(Cl)c1Cl. Reaction SMILES: [C:15]([C:16](=[O:17])[O:18][CH2:19][CH3:20])(=[O:21])[O:22][CH2:23][CH3:24].[CH2:10]([Li:11])[CH2:12][CH2:13][CH3:14].[Cl:1][c:2]1[c:3]([Cl:9])[c:4]([Cl:8])[c:5]([Cl:7])[s:6]1>>[Cl:1][c:2]1[c:3]([Cl:9])[c:4]([Cl:8])[c:5]([C:15]([C:16](=[O:17])[O:18][CH2:19][CH3:20])=[O:21])[s:6]1. Starting materials: CCOC(=O)COCCCCCOCc1ccccc1, C1CCOC1. The product is CCOC(=O)COCCCCCO. Reaction SMILES: [CH2:1]([CH3:2])[O:3][C:4](=[O:5])[CH2:6][O:7][CH2:8][CH2:9][CH2:10][CH2:11][CH2:12][O:13][CH2:14][c:15]1[cH:16][cH:17][cH:18][cH:19][cH:20]1.[O:21]1[CH2:22][CH2:23][CH2:24][CH2:25]1>>[CH2:1]([CH3:2])[O:3][C:4](=[O:5])[CH2:6][O:7][CH2:8][CH2:9][CH2:10][CH2:11][CH2:12][OH:13]. The reactants are ClC1=CC2=C(C=N1)C(=NN2C(C2=CC=CC=C2)(C2=CC=CC=C2)C2=CC=CC=C2)CCC(=O)OCC (ethyl 3-(6-chloro-1-trityl-1H-pyrazolo[4,3-c]pyridin-3-yl)propanoate), C([O-])([O-])=O.[Cs+].[Cs+] (cesium carbonate), C(C1=CC=CC=C1)NC(=O)N (1-benzylurea). Reagents/catalysts: CC(C)C1=CC(=C(C(=C1)C(C)C)C2=C(C=CC(=C2P(C3CCCCC3)C4CCCCC4)OC)OC)C(C)C.C1=CC=C([C-]=C1)CCN.Cl[Pd+] (BrettPhos precatalyst). Run in O1CCOCC1 (Dioxane). Conditions: temperature 100 celsius. The product is C(C1=CC=CC=C1)NC(NC1=CC2=C(C=N1)C(=NN2C(C2=CC=CC=C2)(C2=CC=CC=C2)C2=CC=CC=C2)CCC(=O)OCC)=O (ethyl 3-(6-(3-benzylureido)-1-trityl-1H-pyrazolo[4,3-c]pyridin-3-yl)propanoate). The yield is 52.9%. As a reaction SMILES: Cl[C:2]1[N:7]=[CH:6][C:5]2[C:8]([CH2:30][CH2:31][C:32]([O:34][CH2:35][CH3:36])=[O:33])=[N:9][N:10]([C:11]([C:24]3[CH:29]=[CH:28][CH:27]=[CH:26][CH:25]=3)([C:18]3[CH:23]=[CH:22][CH:21]=[CH:20][CH:19]=3)[C:12]3[CH:17]=[CH:16][CH:15]=[CH:14][CH:13]=3)[C:4]=2[CH:3]=1.C(=O)([O-])[O-].[Cs+].[Cs+].[CH2:43]([NH:50][C:51]([NH2:53])=[O:52])[C:44]1[CH:49]=[CH:48][CH:47]=[CH:46][CH:45]=1>CC(C1C=C(C(C)C)C(C2C(P(C3CCCCC3)C3CCCCC3)=C(OC)C=CC=2OC)=C(C(C)C)C=1)C.C1C=[C-]C(CCN)=CC=1.Cl[Pd+].O1CCOCC1>[CH2:43]([NH:50][C:51](=[O:52])[NH:53][C:2]1[N:7]=[CH:6][C:5]2[C:8]([CH2:30][CH2:31][C:32]([O:34][CH2:35][CH3:36])=[O:33])=[N:9][N:10]([C:11]([C:24]3[CH:29]=[CH:28][CH:27]=[CH:26][CH:25]=3)([C:18]3[CH:23]=[CH:22][CH:21]=[CH:20][CH:19]=3)[C:12]3[CH:17]=[CH:16][CH:15]=[CH:14][CH:13]=3)[C:4]=2[CH:3]=1)[C:44]1[CH:49]=[CH:48][CH:47]=[CH:46][CH:45]=1 |f:1.2.3,5.6.7|. Procedure details: An oven-dried, nitrogen cooled 2 ml microwave vial was charged with ethyl 3-(6-chloro-1-trityl-1H-pyrazolo[4,3-c]pyridin-3-yl)propanoate (59 mg, 0.119 mmol), BrettPhos precatalyst (5 mg, 6.26 μmol), cesium carbonate (122 mg, 0.374 mmol) and 1-benzylurea (32 mg, 0.213 mmol), sealed under a nitrogen atmosphere, charged with Dioxane (0.5 ml) and heated to 100° C. for 16 hr. Filtered through celite, eluted with EtOAc, concentrated in vacuo and purified via flash chromatography (0-20% MeOH/DCM) to pr...